Dataset: the Open Reaction Database (ORD), a public repository of structured organic reaction records. Task: describe an organic reaction: reactants, conditions, products, and yield Reactants: CN1C2=C(C3=CC=CC=C3S1(=O)=O)OC(=O)N(C2=O)C4=CC=CC=N4 (E-3128), (NH4)2SO4, [OH-].[Na+] (NaOH), 250U, (NH4)2SO4. Run in [Na+].[Cl-] (NaCl), [Na+].[Cl-] (NaCl), (NH4)2SO4. Run at time 45 hour. Yields the product C(C1=CC=CC=C1)(=O)OCOC(C(=C)C)=O (Methacryloyloxymethyl Benzoate). RXN SMILES: CN1S(=O)(=O)[C:10]2[C:5](=[CH:6][CH:7]=[CH:8][CH:9]=2)[C:4]2[O:14][C:15](N(C3N=CC=CC=3)C(=O)C1=2)=[O:16].[OH-:26].[Na+]>[Na+].[Cl-]>[C:4]([O:14][CH2:15][O:16][C:4](=[O:14])[C:5]([CH3:10])=[CH2:6])(=[O:26])[C:5]1[CH:6]=[CH:7][CH:8]=[CH:9][CH:10]=1 |f:1.2,3.4|. Reported procedure: 50 mg samples of the polymer (Example 23), as finely divided powder, and 20 ml 0.9% aqueous NaCl were added to each of three reaction vials. To one of the vials was also added 0.1 ml esterase from porcine liver in 3.2M (NH4)2SO4, (Sigma E-3128, 250U). To another of the vials was added 0.1 ml 3.2M (NH4)2SO4. Using a pH-stat (Radiometer), the pH within each of the vials was kept constant at 8.0 by adding 0.1M NaOH. By recording the consumption of NaOH, the rates of hydrolysis were calculated. Over...